From a dataset of the Open Reaction Database (ORD), a public repository of structured organic reaction records. describe an organic reaction: reactants, conditions, products, and yield Starting materials: F[Sb-](F)(F)(F)(F)F.[Na+] (sodium hexafluoroantimonate), C1(=CC=CC=C1)SC1=CC=CC=C1 (diphenyl sulfide), C1=CCCCC1 (cyclohexene), [H+].[B-](F)(F)(F)F (HBF4). Solvent: CC(=O)C (acetone), CCOCC (ether). Product: F[Sb-](F)(F)(F)(F)F.C1(CCCCC1)[S+](C1=CC=CC=C1)C1=CC=CC=C1 (cyclohexyldiphenylsulfonium hexafluoroantimonate). RXN SMILES: [C:1]1([S:7][C:8]2[CH:13]=[CH:12][CH:11]=[CH:10][CH:9]=2)[CH:6]=[CH:5][CH:4]=[CH:3][CH:2]=1.[CH:14]1[CH2:19][CH2:18][CH2:17][CH2:16][CH:15]=1.[H+].[B-](F)(F)(F)F.[F:26][Sb-:27]([F:32])([F:31])([F:30])([F:29])[F:28].[Na+]>CC(C)=O.CCOCC>[F:26][Sb-:27]([F:32])([F:31])([F:30])([F:29])[F:28].[CH:8]1([S+:7]([C:14]2[CH:19]=[CH:18][CH:17]=[CH:16][CH:15]=2)[C:1]2[CH:2]=[CH:3][CH:4]=[CH:5][CH:6]=2)[CH2:9][CH2:10][CH2:11][CH2:12][CH2:13]1 |f:2.3,4.5,8.9|. Procedure: 1 mol of diphenyl sulfide is dissolved in an excess of cyclohexene and and to the solution is added 1 mol of HBF4 (54% etherate) and the mixture is stirred at room temperature. After c. 15 minutes a second phase forms. The product is isolated by addition of ether and dissolved in acetone. Afterwards, sodium hexafluoroantimonate is added to the solution and the resulting cyclohexyldiphenylsulfonium hexafluoroantimonate is precipitated by addition of water. The compound has a melting point of 129°... Reactants: BrCc1ccccc1, CS(C)=O, [H-], NCCCCNc1ccccn1, [Na+], O. The product is NCCCCN(Cc1ccccc1)c1ccccn1. RXN SMILES: [Br:15][CH2:16][c:17]1[cH:18][cH:19][cH:20][cH:21][cH:22]1.[CH3:24][S:25]([CH3:26])=[O:27].[H-:1].[NH2:3][CH2:4][CH2:5][CH2:6][CH2:7][NH:8][c:9]1[n:10][cH:11][cH:12][cH:13][cH:14]1.[Na+:2].[OH2:23]>>[NH2:3][CH2:4][CH2:5][CH2:6][CH2:7][N:8]([c:9]1[n:10][cH:11][cH:12][cH:13][cH:14]1)[CH2:16][c:17]1[cH:18][cH:19][cH:20][cH:21][cH:22]1. Starting materials: C(C(C)C)SC1=CC=CC(=N1)C(=O)O (6-(isobutylthio)picolinic acid), N[C@H](C(=O)N)CC(C)C ((2S)-2-amino-4-methyl-pentanamide). Yields the product C(N)(=O)[C@H](CC(C)C)NC(=O)C1=NC(=CC=C1)SCC(C)C (6-Isobutylsulfanyl-pyridine-2-carboxylic acid ((S)-1-carbamoyl-3-methyl-butyl)-amide). Reaction SMILES: [CH2:1]([S:5][C:6]1[N:11]=[C:10]([C:12]([OH:14])=O)[CH:9]=[CH:8][CH:7]=1)[CH:2]([CH3:4])[CH3:3].[NH2:15][C@@H:16]([CH2:20][CH:21]([CH3:23])[CH3:22])[C:17]([NH2:19])=[O:18]>>[C:17]([C@@H:16]([NH:15][C:12]([C:10]1[CH:9]=[CH:8][CH:7]=[C:6]([S:5][CH2:1][CH:2]([CH3:3])[CH3:4])[N:11]=1)=[O:14])[CH2:20][CH:21]([CH3:23])[CH3:22])(=[O:18])[NH2:19]. Procedure: The title compound was synthesized in analogy to Example 1, using 6-(isobutylthio)picolinic acid (CAN 1247607-03-9) and (2S)-2-amino-4-methyl-pentanamide (CAN 687-51-4) as starting materials. MS (EI): m/e=324.2 [M+H]+.